describe an organic reaction: reactants, conditions, products, and yield From a dataset of the Open Reaction Database (ORD), a public repository of structured organic reaction records. Starting materials: C(C)(C)NC(C)C (diisopropylamine), C(CCC)[Li] (butyllithium), C1=C2C=C3N(C2=CC=C1)C(CCC3)=O (8,9-dihydropyrido[1,2-a]indol-6(7H)-one), C(C(=O)O)(=O)O (oxalic acid), CC1=C(N=CN1C(C1=CC=CC=C1)(C1=CC=CC=C1)C1=CC=CC=C1)C=O (5-methyl-1-trityl-1H-imidazole-4-carbaldehyde). The solvent is O1CCCC1 (tetrahydrofuran), CCCCCC (hexane), O (water), O1CCCC1 (tetrahydrofuran), O1CCCC1 (tetrahydrofuran). Reaction conditions: time 20 minute. Yields the product OC(C1CCC=2N(C3=CC=CC=C3C2)C1=O)C=1N=CN(C1C)C(C1=CC=CC=C1)(C1=CC=CC=C1)C1=CC=CC=C1 (8,9-dihydro-7-[(hydroxy)(5methyl-1-trityl-1H-imidazol-4-yl)methyl]pyrido[1,2-a]indol-6(7H)-one). Yield: 63.3%. Reaction SMILES: C(NC(C)C)(C)C.C([Li])CCC.[CH:13]1[CH:21]=[CH:20][CH:19]=[C:18]2[C:14]=1[CH:15]=[C:16]1[CH2:25][CH2:24][CH2:23][C:22](=[O:26])[N:17]12.[CH3:27][C:28]1[N:32]([C:33]([C:46]2[CH:51]=[CH:50][CH:49]=[CH:48][CH:47]=2)([C:40]2[CH:45]=[CH:44][CH:43]=[CH:42][CH:41]=2)[C:34]2[CH:39]=[CH:38][CH:37]=[CH:36][CH:35]=2)[CH:31]=[N:30][C:29]=1[CH:52]=[O:53].C(O)(=O)C(O)=O>O1CCCC1.CCCCCC.O>[OH:53][CH:52]([C:29]1[N:30]=[CH:31][N:32]([C:33]([C:34]2[CH:39]=[CH:38][CH:37]=[CH:36][CH:35]=2)([C:40]2[CH:41]=[CH:42][CH:43]=[CH:44][CH:45]=2)[C:46]2[CH:51]=[CH:50][CH:49]=[CH:48][CH:47]=2)[C:28]=1[CH3:27])[CH:23]1[C:22](=[O:26])[N:17]2[C:18]3[C:14]([CH:15]=[C:16]2[CH2:25][CH2:24]1)=[CH:13][CH:21]=[CH:20][CH:19]=3. Reported procedure: To a solution of diisopropylamine (658 mg) in tetrahydrofuran (8 ml) at -70° C. under nitrogen atmosphere was added 1.64M butyllithium in hexane (3.96 ml). After being stirred at the same temperature for 20 minutes, the mixture was treated with a solution of 8,9-dihydropyrido[1,2-a]indol-6(7H)-one (1.21 g) in tetrahydrofuran (12 ml) over 15 minutes. The mixture was stirred at -70° C. for 30 minutes, and a solution of 5-methyl-1-trityl-1H-imidazole-4-carbaldehyde (2.29 g) in tetrahydrofuran (20 m... Product: O=C(NCC1CC1)c1cncc(-c2ccc3[nH]nc(-c4nc5c(-c6cccnc6)cncc5[nH]4)c3c2)c1. RXN SMILES: [CH:1]1([CH2:4][NH:5][C:6]([c:7]2[cH:8][n:9][cH:10][c:11](-[c:13]3[cH:14][c:15]4[c:16](-[c:28]5[n:29][c:30]6[c:31]([cH:32][n:33][cH:34][c:35]6-[c:36]6[cH:37][n:38][cH:39][cH:40][cH:41]6)[nH:42]5)[n:17][n:18]([CH:22]5[CH2:23][CH2:24][CH2:25][CH2:26][O:27]5)[c:19]4[cH:20][cH:21]3)[cH:12]2)=[O:43])[CH2:2][CH2:3]1.[Cl:51][CH2:52][Cl:53].[F:44][C:45]([F:46])([F:47])[C:48]([OH:49])=[O:50]>>[CH:1]1([CH2:4][NH:5][C:6]([c:7]2[cH:8][n:9][cH:10][c:11](-[c:13]3[cH:14][c:15]4[c:16](-[c:28]5[n:29][c:30]6[c:31]([cH:32][n:33][cH:34][c:35]6-[c:36]6[cH:37][n:38][cH:39][cH:40][cH:41]6)[nH:42]5)[n:17][nH:18][c:19]4[cH:20][cH:21]3)[cH:12]2)=[O:43])[CH2:2][CH2:3]1. Starting materials: O=C(NCC1CC1)c1cncc(-c2ccc3c(c2)c(-c2nc4c(-c5cccnc5)cncc4[nH]2)nn3C2CCCCO2)c1, ClCCl, O=C(O)C(F)(F)F.